The task is: describe an organic reaction: reactants, conditions, products, and yield. This data is from the Open Reaction Database (ORD), a public repository of structured organic reaction records. The reactants are O (Water), [H-].[Na+] (Sodium hydride), COCCNS(=O)(=O)C1=CC=C(C=C1)I (N-(2-Methoxyethyl)-4-iodobenzenesulphonamide), IC (Iodomethane). The solvent is C1CCOC1 (THF). Conditions: time 15 minute. The product is COCCN(S(=O)(=O)C1=CC=C(C=C1)I)C (N-(2-Methoxyethyl)-N-methyl-4-iodobenzenesulphonamide). Yield: 68.5%. RXN SMILES: [H-].[Na+].[CH3:3][O:4][CH2:5][CH2:6][NH:7][S:8]([C:11]1[CH:16]=[CH:15][C:14]([I:17])=[CH:13][CH:12]=1)(=[O:10])=[O:9].I[CH3:19].O>C1COCC1>[CH3:3][O:4][CH2:5][CH2:6][N:7]([CH3:19])[S:8]([C:11]1[CH:16]=[CH:15][C:14]([I:17])=[CH:13][CH:12]=1)(=[O:10])=[O:9] |f:0.1|. Procedure details: Sodium hydride (144 mg, 3.6 mmol) was added in portions to a solution of N-(2-methoxyethyl)-4-iodobenzenesulphonamide (Method 40, 1 g, 3 mmol) in THF (10 ml) and the mixture stirred at ambient temperature for 15 minutes. Iodomethane (230 μl, 3.6 mmol) was added and the reaction stirred for 18 hours. Water (30 ml) was added cautiously and the mixture extracted with ether (40 ml). The combined organics were washed with brine (50 ml), dried and the volatiles evaporated. The residue was purified by ... Starting materials: C(C)(=O)N(C(C)=O)C=1C(C2=CC=CC=C2C(C1Cl)=O)=O (2-[N,N-diacetylamino]-3-chloro-1,4-naphthoquinone), FC1=CC=C(C=C1)N1CCNCC1 (1-(4-fluorophenyl)piperazine). Solvent: C(C)O (ethanol). Product: C(C)(=O)N(C(C)=O)C=1C(C2=CC=CC=C2C(C1N1CCN(CC1)C1=CC=C(C=C1)F)=O)=O (N-Acetyl-N-[3-[4-(4-fluorophenyl)-1-piperazinyl]-1,4-dihydro-1,4-dioxo-2-naphthalenyl]acetamide). RXN SMILES: [C:1]([N:4]([C:8]1[C:9](=[O:20])[C:10]2[C:15]([C:16](=[O:19])[C:17]=1Cl)=[CH:14][CH:13]=[CH:12][CH:11]=2)[C:5](=[O:7])[CH3:6])(=[O:3])[CH3:2].[F:21][C:22]1[CH:27]=[CH:26][C:25]([N:28]2[CH2:33][CH2:32][NH:31][CH2:30][CH2:29]2)=[CH:24][CH:23]=1>C(O)C>[C:1]([N:4]([C:8]1[C:9](=[O:20])[C:10]2[C:15]([C:16](=[O:19])[C:17]=1[N:31]1[CH2:30][CH2:29][N:28]([C:25]3[CH:24]=[CH:23][C:22]([F:21])=[CH:27][CH:26]=3)[CH2:33][CH2:32]1)=[CH:14][CH:13]=[CH:12][CH:11]=2)[C:5](=[O:7])[CH3:6])(=[O:3])[CH3:2]. Procedure details: A mixture of 1.66 g of 2-[N,N-diacetylamino]-3-chloro-1,4-naphthoquinone and 1.441 g of 1-(4-fluorophenyl)piperazine in 50 ml of ethanol was refluxed overnight, then evaporated in vacuo. The residue was dissolved in dichloromethane, filtered through silica gel and eluted with chloroform:methanol (100:2). The eluent was evaporated and the residue crystallized from dichloromethane/hexane, giving 800 ml of the desired product, mp 149-15°C. Starting materials: O=C([O-])[O-], CN(C)C=O, COc1cc2nccc(Oc3ccc4ncsc4c3I)c2cc1OC, [K+], [K+], O, OB(O)c1ccccc1. The product is COc1cc2nccc(Oc3ccc4ncsc4c3-c3ccccc3)c2cc1OC. Reaction SMILES: [C:35](=[O:36])([O-:37])[O-:38].[CH3:42][N:43]([CH3:44])[CH:45]=[O:46].[I:1][c:2]1[c:3]([O:11][c:12]2[cH:13][cH:14][n:15][c:16]3[cH:17][c:18]([O:24][CH3:25])[c:19]([O:22][CH3:23])[cH:20][c:21]23)[cH:4][cH:5][c:6]2[n:7][cH:8][s:9][c:10]12.[K+:39].[K+:40].[OH2:41].[OH:26][B:27]([OH:28])[c:29]1[cH:30][cH:31][cH:32][cH:33][cH:34]1>>[c:2]1(-[c:29]2[cH:30][cH:31][cH:32][cH:33][cH:34]2)[c:3]([O:11][c:12]2[cH:13][cH:14][n:15][c:16]3[cH:17][c:18]([O:24][CH3:25])[c:19]([O:22][CH3:23])[cH:20][c:21]23)[cH:4][cH:5][c:6]2[n:7][cH:8][s:9][c:10]12. Reactants: C(C)(=O)O (acetic acid), C(C)(=O)OCC (ethyl acetate), C(=O)(OCC)C=1C=NC2=C(C=CC=C2C1O)Br (3-carbethoxy-4-hydroxy-8-bromoquinoline), P(=O)(Cl)(Cl)Cl (phosphorus oxychloride), P(=O)(Cl)(Cl)Cl (phosphorus oxychloride). Reagents/catalysts: [Zn] (zinc). Run in O1CCOCC1 (dioxane). Run at temperature 65 celsius, time 12 hour. The product is C(=O)(OCC)C=1C=NC2=C(C=CC=C2C1)Br (3-Carbethoxy-8-bromoquinoline). Isolated yield 7.6%. Reaction SMILES: [C:1]([C:6]1[CH:7]=[N:8][C:9]2[C:14]([C:15]=1O)=[CH:13][CH:12]=[CH:11][C:10]=2[Br:17])([O:3][CH2:4][CH3:5])=[O:2].P(Cl)(Cl)(Cl)=O.C(O)(=O)C.C(OCC)(=O)C>O1CCOCC1.[Zn]>[C:1]([C:6]1[CH:7]=[N:8][C:9]2[C:14]([CH:15]=1)=[CH:13][CH:12]=[CH:11][C:10]=2[Br:17])([O:3][CH2:4][CH3:5])=[O:2]. Reported procedure: A mixture of 2.5 g (8.4 mmol) of 3-carbethoxy-4-hydroxy-8-bromoquinoline and 10 ml of phosphorus oxychloride was heated under reflux for 1 hour. After the completion of the reaction, phosphorus oxychloride was removed and the residue was purified by NH silica gel, to give 2.6 g of a chlorinated derivative. Next, 500 mg (1.6 mmol) of the chlorinated derivative was dissolved in 20 ml of dioxane, and 1 g of powdered zinc and 3 ml of acetic acid were added thereto, followed by heating at 65° C. for ... Starting materials: BrC1=CC=C2C(C(C3=C(OC4(CCNCC4)CS3)C2=C1)=O)=O (9-bromospiro[naphtho[1,2-b][1,4]oxathiine-2,4′-piperidine]-5,6-dione), C(C)(C)(C)C1=CC=C(OC[C@H]2OC2)C=C1 ((2S)-2-[(4-tert-butylphenoxy)methyl]oxirane). The product is BrC1=CC=C2C(C(C3=C(OC4(CCN(CC4)C[C@@H](COC4=CC=C(C=C4)C(C)(C)C)O)CS3)C2=C1)=O)=O (9-bromo-1′-[(2S)-3-(4-tert-butylphenoxy)-2-hydroxypropyl]spiro[naphtho[1,2-b][1,4]oxathiine-2,4′-piperidine]-5,6-dione). As a reaction SMILES: [Br:1][C:2]1[CH:20]=[C:19]2[C:5]([C:6](=[O:22])[C:7](=[O:21])[C:8]3[S:18][CH2:17][C:11]4([CH2:16][CH2:15][NH:14][CH2:13][CH2:12]4)[O:10][C:9]=32)=[CH:4][CH:3]=1.[C:23]([C:27]1[CH:37]=[CH:36][C:30]([O:31][CH2:32][C@@H:33]2[CH2:35][O:34]2)=[CH:29][CH:28]=1)([CH3:26])([CH3:25])[CH3:24]>>[Br:1][C:2]1[CH:20]=[C:19]2[C:5]([C:6](=[O:22])[C:7](=[O:21])[C:8]3[S:18][CH2:17][C:11]4([CH2:16][CH2:15][N:14]([CH2:35][C@H:33]([OH:34])[CH2:32][O:31][C:30]5[CH:36]=[CH:37][C:27]([C:23]([CH3:26])([CH3:25])[CH3:24])=[CH:28][CH:29]=5)[CH2:13][CH2:12]4)[O:10][C:9]=32)=[CH:4][CH:3]=1. Procedure details: Compound 189 was synthesized using 9-bromospiro[naphtho[1,2-b][1,4]oxathiine-2,4′-piperidine]-5,6-dione, (2S)-2-[(4-tert-butylphenoxy)methyl]oxirane and conditions outlined in procedure Y. M.p.=150-152° C.; 400 MHz 1H NMR (CDCl3) δ: 7.92-7.89 (m, 1H), 7.87-7.85 (m, 1H), 7.65-7.62 (m, 1H), 7.33-7.29 (m, 2H), 6.89-6.85 (m, 2H), 4.20-4.10 (m, 1H), 4.03-3.98 (m, 2H), 2.96 (s, 2H), 2.83-2.73 (m, 2H), 2.73-2.62 (m, 2H), 2.62-2.50 (m, 1H), 2.20-2.12 (m, 2H), 2.00-1.85 (m, 2H), 1.29 (s, 9H); LCMS: 586 [... The reactants are CCOC(C)=O, CO, CC(Oc1c(N)ncc2c(C3=CCN(C(N)=O)CC3)coc12)c1c(Cl)ccc(F)c1Cl, [Pd]. Product: CC(Oc1c(N)ncc2c(C3CCN(C(N)=O)CC3)coc12)c1c(Cl)ccc(F)c1Cl. Reaction SMILES: [CH3:32][CH2:33][O:34][C:35]([CH3:36])=[O:37].[CH3:39][OH:40].[NH2:1][c:2]1[c:3]([O:20][CH:21]([CH3:22])[c:23]2[c:24]([Cl:31])[c:25]([F:30])[cH:26][cH:27][c:28]2[Cl:29])[c:4]2[c:5]([cH:6][n:7]1)[c:8]([C:11]1=[CH:16][CH2:15][N:14]([C:17](=[O:18])[NH2:19])[CH2:13][CH2:12]1)[cH:9][o:10]2.[Pd:38]>>[NH2:1][c:2]1[c:3]([O:20][CH:21]([CH3:22])[c:23]2[c:24]([Cl:31])[c:25]([F:30])[cH:26][cH:27][c:28]2[Cl:29])[c:4]2[c:5]([cH:6][n:7]1)[c:8]([CH:11]1[CH2:12][CH2:13][N:14]([C:17](=[O:18])[NH2:19])[CH2:15][CH2:16]1)[cH:9][o:10]2. Starting materials: O (water), COP(OC)(=O)CC(=O)OCC1=CC=CC=C1 (dimethyl(benzyloxycarbonyl)methylphosphonate), [H-].[Na+] (sodium hydride), C(=O)C=1C=C(C(=O)OC(C)(C)C)C=CC1 (tert-butyl 3-formylbenzoate). Run in C(C)(=O)OCC (ethyl acetate), O1CCCC1 (tetrahydrofuran). Conditions: time 30 minute. Yields the product C(C1=CC=CC=C1)OC(/C=C/C=1C=C(C(=O)OC(C)(C)C)C=CC1)=O (tert-butyl 3-[(1E)-3-(benzyloxy)-3-oxopropa-1-en-1-yl]benzoate). Isolated yield 60.9%. Reaction SMILES: COP([CH2:7][C:8]([O:10][CH2:11][C:12]1[CH:17]=[CH:16][CH:15]=[CH:14][CH:13]=1)=[O:9])(=O)OC.[H-].[Na+].[CH:20]([C:22]1[CH:23]=[C:24]([CH:32]=[CH:33][CH:34]=1)[C:25]([O:27][C:28]([CH3:31])([CH3:30])[CH3:29])=[O:26])=O.O>O1CCCC1.C(OCC)(=O)C>[CH2:11]([O:10][C:8](=[O:9])/[CH:7]=[CH:20]/[C:22]1[CH:23]=[C:24]([CH:32]=[CH:33][CH:34]=1)[C:25]([O:27][C:28]([CH3:31])([CH3:29])[CH3:30])=[O:26])[C:12]1[CH:13]=[CH:14][CH:15]=[CH:16][CH:17]=1 |f:1.2|. Procedure: To a solution of dimethyl(benzyloxycarbonyl)methylphosphonate (2.20 g) in tetrahydrofuran (32.0 mL) was added 55% sodium hydride (406 mg) under ice-cooling, followed by stirring at room temperature for 30 minutes. Subsequently, tert-butyl 3-formylbenzoate (1.60 g) was added thereto, followed by stirring at room temperature for 16 hours. To the reaction mixture were added water and ethyl acetate, and the organic layer was extracted. The organic layer was washed with a saturated aqueous sodium hyd...